From a dataset of the Open Reaction Database (ORD), a public repository of structured organic reaction records. describe an organic reaction: reactants, conditions, products, and yield Reactants: C(C)(=O)NC1=NC=CC=C1 (2-acetylaminopyridine), C(CCC)[Li] (n-butyllithium), ClC(C(C)C)C1=NC2=C(C(O1)=O)C=CC=C2C(F)(F)F (2-(1-chloro-2-methylpropyl)-8-(trifluoromethyl)-4H-3,1-benzoxazin-4-one). Run in CCCCCC (hexane). Yields the product ClC(C(=O)NC1=C(C=CC=C1C(F)(F)F)C(CC(=O)NC1=NC=CC=C1)=O)C(C)C (2-[(2-chloro-3-methyl-1-oxobutyl)-amino]-β-oxo-N-(2-pyridinyl)-3-trifluoromethyl-benzene propanamide). The yield is 71.6%. RXN SMILES: [C:1]([NH:4][C:5]1[CH:10]=[CH:9][CH:8]=[CH:7][N:6]=1)(=[O:3])[CH3:2].C([Li])CCC.[Cl:16][CH:17]([C:21]1[O:26][C:25](=[O:27])[C:24]2[CH:28]=[CH:29][CH:30]=[C:31]([C:32]([F:35])([F:34])[F:33])[C:23]=2[N:22]=1)[CH:18]([CH3:20])[CH3:19]>CCCCCC>[Cl:16][CH:17]([CH:18]([CH3:20])[CH3:19])[C:21]([NH:22][C:23]1[C:31]([C:32]([F:33])([F:34])[F:35])=[CH:30][CH:29]=[CH:28][C:24]=1[C:25](=[O:27])[CH2:2][C:1]([NH:4][C:5]1[CH:10]=[CH:9][CH:8]=[CH:7][N:6]=1)=[O:3])=[O:26]. Procedure details: Using the procedure of Step A of Example 13, 10.16 g of 2-acetylaminopyridine, 106 ml of a hexane solution of n-butyllithium (1,4M) and 11.4 g of 2-(1-chloro-2-methylpropyl)-8-trifluoromethyl-4H-3,1-benzoxazin-4-one of Step A of example 3 were reacted to obtain 11.8 g of 2-[(2-chloro-3-methyl-1-oxobutyl)-amino]-β-oxo-N-(2-pyridinyl)-3-trifluoromethyl-benzene propanamide melting at 136°-138° C. Reaction SMILES: IC1C=CC(C2NC([C@@H](N3C(=O)[C@@H](CCC(O)=O)NC3=O)C(C)C)=NC=2)=CC=1.[Cl:29][C:30]1[CH:35]=[C:34]([I:36])[CH:33]=[CH:32][C:31]=1I.C(O[C:43](=[O:66])[NH:44][C@H:45]([C:54]1[NH:55][C:56](C2C=CC=CC=2F)=[CH:57][N:58]=1)[C@H:46]([C:48]1[CH:53]=[CH:52][CH:51]=[CH:50][CH:49]=1)[CH3:47])(C)(C)C.ClN1C(=O)CCC1=O.C([O:79][C:80]([NH:82][C@H:83]([C:87]1[CH:92]=[CH:91][C:90]([O:93][CH2:94][C:95](=[O:99])N(C)C)=[CH:89][CH:88]=1)C(O)=O)=O)(C)(C)C.N[C@H](C1C=CC(OCCO)=CC=1)C(N[C@H](C1NC(C2C=CC(I)=CC=2Cl)=CN=1)[C@H](C1C=CC=CC=1)C)=O>>[Cl:29][C:30]1[CH:35]=[C:34]([I:36])[CH:33]=[CH:32][C:31]=1[C:57]1[NH:58][C:54]([C@@H:45]([N:44]2[C:43](=[O:66])[C@@H:83]([C:87]3[CH:88]=[CH:89][C:90]([O:93][CH2:94][CH2:95][OH:99])=[CH:91][CH:92]=3)[NH:82][C:80]2=[O:79])[C@H:46]([C:48]2[CH:49]=[CH:50][CH:51]=[CH:52][CH:53]=2)[CH3:47])=[N:55][CH:56]=1. Procedure details: Prepared by the same method as described in example 1 except that (i) in step 35-A 2-chloro-1,4-diiodo-benzene was used in place of 2-fluoro-1,4-diiodo-benzene; (ii) chlorination of the 5-position of the imidazole ring with N-chlorosuccinimide in step F was omitted; and (iii) cyclization of (R)-2-amino-N-{(1S,2S)-1-[5-(2-chloro-4-iodo-phenyl)-1H-imidazol-2-yl]-2-phenyl-propyl}-2-[4-(2-hydroxy-ethoxy)-phenyl]-acetamide in step 35-H was performed as described in example 34. HR-MS: calcd for C29H26... The product is ClC1=C(C=CC(=C1)I)C1=CN=C(N1)[C@H]([C@@H](C)C1=CC=CC=C1)N1C(N[C@@H](C1=O)C1=CC=C(C=C1)OCCO)=O ((R)-3-{(1S,2S)-1-[5-(2-Chloro-4-iodo-phenyl)-1H-imidazol-2-yl]-2-phenyl-propyl}-5-[4-(2-hydroxy-ethoxy)-phenyl]-imidazolidine-2,4-dione). The reactants are IC1=CC=C(C=C1)C1=CN=C(N1)[C@H](C(C)C)N1C(N[C@@H](C1=O)CCC(=O)O)=O (3-((R)-1-{(S)-1-[5-(4-iodo-phenyl)-1H-imidazol-2-yl]-2-methyl-propyl}-2,5-dioxo-imidazolidin-4-yl)-propionic acid), ClN1C(CCC1=O)=O (N-chlorosuccinimide), C(C)(C)(C)OC(=O)N[C@@H](C(=O)O)C1=CC=C(C=C1)OCC(N(C)C)=O ((R)-tert-butoxycarbonylamino-(4-dimethylcarbamoylmethoxy-phenyl)-acetic acid), ClC1=C(C=CC(=C1)I)I (2-chloro-1,4-diiodo-benzene), C(C)(C)(C)OC(N[C@@H]([C@@H](C)C1=CC=CC=C1)C=1NC(=CN1)C1=C(C=CC=C1)F)=O ({(1S,2S)-1-[5-(2-fluoro-phenyl)-1H-imidazol-2-yl]-2-phenyl-propyl}-carbamic acid tert-butyl ester), N[C@@H](C(=O)N[C@@H]([C@@H](C)C1=CC=CC=C1)C=1NC(=CN1)C1=C(C=C(C=C1)I)Cl)C1=CC=C(C=C1)OCCO ((R)-2-amino-N-{(1S,2S)-1-[5-(2-chloro-4-iodo-phenyl)-1H-imidazol-2-yl]-2-phenyl-propyl}-2-[4-(2-hydroxy-ethoxy)-phenyl]-acetamide). Starting materials: CC=1N=COC1C(=O)O (4-methyl-1,3-oxazole-5-carboxylic acid), NC=1C=C(OC=2C=CC=3N(N2)C=C(N3)NC(=O)C3CC3)C=CC1F (N-[6-(3-amino-4-fluorophenoxy)imidazo[1,2-b]pyridazin-2-yl]cyclopropanecarboxamide), O1CCCC1 (tetrahydrofuran), C(C(=O)Cl)(=O)Cl (oxalyl chloride). The reagents and catalysts are CN(C=O)C (N,N-dimethylformamide). The solvent is CN(C(C)=O)C (N,N-dimethylacetamide). The product is C1(CC1)C(=O)NC=1N=C2N(N=C(C=C2)OC=2C=CC(=C(C2)NC(=O)C2=C(N=CO2)C)F)C1 (N-[5-({2-[(cyclopropylcarbonyl)amino]imidazo[1,2-b]pyridazin-6-yl}oxy)-2-fluorophenyl]-4-methyl-1,3-oxazole-5-carboxamide). The yield is 84.7%. Reaction SMILES: [CH3:1][C:2]1[N:3]=[CH:4][O:5][C:6]=1[C:7]([OH:9])=O.O1CCCC1.C(Cl)(=O)C(Cl)=O.[NH2:21][C:22]1[CH:23]=[C:24]([CH:41]=[CH:42][C:43]=1[F:44])[O:25][C:26]1[CH:27]=[CH:28][C:29]2[N:30]([CH:32]=[C:33]([NH:35][C:36]([CH:38]3[CH2:40][CH2:39]3)=[O:37])[N:34]=2)[N:31]=1>CN(C)C=O.CN(C)C(=O)C>[CH:38]1([C:36]([NH:35][C:33]2[N:34]=[C:29]3[CH:28]=[CH:27][C:26]([O:25][C:24]4[CH:41]=[CH:42][C:43]([F:44])=[C:22]([NH:21][C:7]([C:6]5[O:5][CH:4]=[N:3][C:2]=5[CH3:1])=[O:9])[CH:23]=4)=[N:31][N:30]3[CH:32]=2)=[O:37])[CH2:39][CH2:40]1. Reported procedure: In the same manner as in Example 259 and using 4-methyl-1,3-oxazole-5-carboxylic acid (76 mg, 0.59 mmol), tetrahydrofuran (10 mL), N,N-dimethylformamide (1 drop), oxalyl chloride (61 μL, 0.71 mmol), N-[6-(3-amino-4-fluorophenoxy)imidazo[1,2-b]pyridazin-2-yl]cyclopropanecarboxamide (150 mg, 0.46 mmol) and N,N-dimethylacetamide (7 mL) as starting material, the title compound (170 mg, 84%) was obtained as a white solid. Starting materials: CCOC(=O)C1CCN(Cc2ccccc2)CC1O, CCO, [OH-], [OH-], [Pd+2]. Yields the product CCOC(=O)C1CCNCC1O. Reaction SMILES: [CH2:1]([c:2]1[cH:3][cH:4][cH:5][cH:6][cH:7]1)[N:8]1[CH2:9][CH:10]([OH:19])[CH:11]([C:14](=[O:15])[O:16][CH2:17][CH3:18])[CH2:12][CH2:13]1.[CH3:20][CH2:21][OH:22].[OH-:23].[OH-:24].[Pd+2:25]>>[NH:8]1[CH2:9][CH:10]([OH:19])[CH:11]([C:14](=[O:15])[O:16][CH2:17][CH3:18])[CH2:12][CH2:13]1. Reactants: Cl (HCl), C(C)(C)(C)OC(=O)N1CCC(CC1)CN1CCC(CC1)C1=CC=NC=C1 (1-tert-butoxycarbonyl-4-[4-(4-pyridyl)-1-piperidylmethyl]piperidine). Solvent: C(C)(=O)OCC (ethyl acetate), C(C)(=O)OCC (Ethyl acetate). Run at time 3 hour. Yields the product Cl.Cl.Cl.N1=CC=C(C=C1)C1CCN(CC1)CC1CCNCC1 (4-[4-(4-pyridyl)-1-piperidylmethyl]piperidine trihydrochloride). RXN SMILES: [ClH:1].C(OC([N:9]1[CH2:14][CH2:13][CH:12]([CH2:15][N:16]2[CH2:21][CH2:20][CH:19]([C:22]3[CH:27]=[CH:26][N:25]=[CH:24][CH:23]=3)[CH2:18][CH2:17]2)[CH2:11][CH2:10]1)=O)(C)(C)C>C(OCC)(=O)C>[ClH:1].[ClH:1].[ClH:1].[N:25]1[CH:24]=[CH:23][C:22]([CH:19]2[CH2:18][CH2:17][N:16]([CH2:15][CH:12]3[CH2:13][CH2:14][NH:9][CH2:10][CH2:11]3)[CH2:21][CH2:20]2)=[CH:27][CH:26]=1 |f:3.4.5.6|. Procedure: Ethyl acetate saturated with gaseous HCl (50 ml) was added to a solution of 1-tert-butoxycarbonyl-4-[4-(4-pyridyl)-1-piperidylmethyl]piperidine (1.65 g) in ethyl acetate (25 ml) and the resulting suspension stirred at ambient temperature for 3 hours. Solvent was evaporated to give 4-[4-(4-pyridyl)-1-piperidylmethyl]piperidine trihydrochloride (1.60 g) as a colourless foam. The reactants are O[C@]12CC[C@H]3[C@@H]4CCC([C@@]4(C)CC[C@@H]3[C@]2(CCC(C1)=O)C)=O (5α-hydroxyandrostane-3,17-dione), [H-].[H-].[H-].[H-].[Li+].[Al+3] (LAH), C1OC2([C@]3(C)[C@@H](CC2)[C@@H]2CC=C4C[C@H](CC[C@]4(C)[C@H]2CC3)O)OC1 (17,17-(ethylendioxy)-5-androsten-3β-ol), C1=CC(=CC(=C1)Cl)C(=O)OO (mCPBA). The product is C1OC2([C@]3(C)[C@@H](CC2)[C@@H]2CC[C@]4(CC(CC[C@]4(C)[C@H]2CC3)=O)O)OC1 (17,17-(ethylendioxy)-5α-hydroxyandrostane-3-one). Isolated yield 55.0%. As a reaction SMILES: [OH:1][C@:2]12[CH2:19][C:18](=[O:20])[CH2:17][CH2:16][C@:15]1([CH3:21])[C@@H:14]1[C@H:5]([C@H:6]3[C@@:10]([CH2:12][CH2:13]1)([CH3:11])[C:9](=[O:22])[CH2:8][CH2:7]3)[CH2:4][CH2:3]2.[CH2:23]1[CH2:46]OC2(CC[C@H]3[C@H]4[C@H](CC[C@]23C)[C@]2(C)C(C[C@@H](O)CC2)=CC4)[O:24]1.C1C=C(Cl)C=C(C(OO)=O)C=1.[H-].[H-].[H-].[H-].[Li+].[Al+3]>>[CH2:46]1[CH2:23][O:24][C:9]2([CH2:8][CH2:7][C@H:6]3[C@H:5]4[C@H:14]([CH2:13][CH2:12][C@:10]23[CH3:11])[C@:15]2([CH3:21])[C@:2]([OH:1])([CH2:19][C:18](=[O:20])[CH2:17][CH2:16]2)[CH2:3][CH2:4]4)[O:22]1 |f:3.4.5.6.7.8|. Reported procedure: Following the procedures described for the preparation of 5α-hydroxyandrostane-3,17-dione (II-ad, Prepn. 4), starting from 17,17-(ethylendioxy)-5-androsten-3β-ol after epoxidation with mCPBA, reduction with LAH, and oxidation with IBX, 17,17-(ethylendioxy)-5α-hydroxyandrostane-3-one was obtained in 55% yield. 1H-NMR (300 MHz, DMSO-d6, ppm from TMS): δ4.29 (s, 1H), 3.78 (m, 4H), 2.69-1.10 (m, 21H), 1.07 (s, 3H), 0.76 (s, 3H). The reactants are C(=O)(O)C1=C(COC2=CC=C(C=C2)CC(=O)O)C=CC=C1 (4-(2-Carboxybenzyloxy)phenylacetic Acid), FC(C(=O)OC(C(F)(F)F)=O)(F)F (trifluoroacetic anhydride). Conditions: time 15 minute. The product is O=C1C2=C(OCC3=C1C=CC=C3)C=CC(=C2)CC(=O)O (6,11-Dihydro-11-oxodibenz[b,e]oxepin-2-acetic Acid). RXN SMILES: [C:1]([C:4]1[CH:21]=[CH:20][CH:19]=[CH:18][C:5]=1[CH2:6][O:7][C:8]1[CH:13]=[CH:12][C:11]([CH2:14][C:15]([OH:17])=[O:16])=[CH:10][CH:9]=1)([OH:3])=O.FC(F)(F)C(OC(=O)C(F)(F)F)=O>>[O:3]=[C:1]1[C:4]2[CH:21]=[CH:20][CH:19]=[CH:18][C:5]=2[CH2:6][O:7][C:8]2[CH:13]=[CH:12][C:11]([CH2:14][C:15]([OH:17])=[O:16])=[CH:10][C:9]1=2. Reported procedure: Suspend 12 gm. of the carboxybenzyloxyphenylacetic acid of Step A in 50 ml. of trifluoroacetic anhydride in a pressure bottle and stir at 70° to 80° C. for 2.25 hours. Evaporate the reaction mixture to a syrup. Dissolve in 50 ml. of tetrahydrofuran and treat with sodium carbonate until pH 8. Stir for 15 minutes and acidify with 5 N HCl. Dilute with water and extract with ether. Wash the extract with water and dry over magnesium sulfate. Concentrate to dryness and recrystallize from ethyl acetate...